Dataset: the Open Reaction Database (ORD), a public repository of structured organic reaction records. Task: describe an organic reaction: reactants, conditions, products, and yield Starting materials: C#CC(=O)O, ClCCl, CN(C)c1ccncc1, C(=NC1CCCCC1)=NC1CCCCC1, [N-]=[N+]=Nc1ccccc1CO. Product: C#CC(=O)OCc1ccccc1N=[N+]=[N-]. As a reaction SMILES: [C:12]([C:13]#[CH:14])(=[O:15])[OH:16].[CH2:32]([Cl:33])[Cl:34].[CH3:35][N:36]([CH3:37])[c:38]1[cH:39][cH:40][n:41][cH:42][cH:43]1.[CH:17]1([N:18]=[C:19]=[N:20][CH:21]2[CH2:22][CH2:23][CH2:24][CH2:25][CH2:26]2)[CH2:27][CH2:28][CH2:29][CH2:30][CH2:31]1.[N:1](=[N+:2]=[N-:3])[c:4]1[c:5]([CH2:6][OH:7])[cH:8][cH:9][cH:10][cH:11]1>>[N:1](=[N+:2]=[N-:3])[c:4]1[c:5]([CH2:6][O:7][C:12]([C:13]#[CH:14])=[O:15])[cH:8][cH:9][cH:10][cH:11]1. Starting materials: BrC=1C=C2C=3N(C(C(NC3C1)=O)=O)C(CC2)CC(=O)O (9-bromo-5-carboxymethyl-6,7-dihydro-1H, 5H-pyrido[1,2,3-de]quinoxaline-2,3-dione), C(C1=CC=CC=C1)CN (benzylmethylamine). Product: BrC=1C=C2C=3N(C(C(NC3C1)=O)=O)C(CC2)CC(NCCC2=CC=CC=C2)=O (9-Bromo-5-benzylmethylcarbamoylmethyl-6,7-dihydro-1H, 5H-pyrido[1,2,3-de]quinoxaline-2,3-dione). Isolated yield 87.4%. RXN SMILES: [Br:1][C:2]1[CH:3]=[C:4]2[CH2:16][CH2:15][CH:14]([CH2:17][C:18](O)=[O:19])[N:6]3[C:7](=[O:13])[C:8](=[O:12])[NH:9][C:10]([CH:11]=1)=[C:5]23.[CH2:21]([CH2:28][NH2:29])[C:22]1[CH:27]=[CH:26][CH:25]=[CH:24][CH:23]=1>>[Br:1][C:2]1[CH:3]=[C:4]2[CH2:16][CH2:15][CH:14]([CH2:17][C:18](=[O:19])[NH:29][CH2:28][CH2:21][C:22]3[CH:27]=[CH:26][CH:25]=[CH:24][CH:23]=3)[N:6]3[C:7](=[O:13])[C:8](=[O:12])[NH:9][C:10]([CH:11]=1)=[C:5]23. Procedure details: A procedure similar to that described in Example 5 was carried out with 9-bromo-5-carboxymethyl-6,7-dihydro-1H, 5H-pyrido[1,2,3-de]quinoxaline-2,3-dione (150 mg, 0.44 mmol) and benzylmethylamine (65 μL, 0.5 mmol) to give 170 mg of the title compound (87%): mp 120°~125° C.; 1H NMR (270 MHz, DMSO-d6) δ12.09 and 12.04 (two s, 1H), 7.10~7.41 (m, 7H), 5.09~5.21 (m, 1H), total 2H of 4.63 (s), 4.58 (d, J=16.2 Hz), and 4.47 (d, J=16.2 Hz), 2.95~3.12 (m, 1H), J=2.92 and 2.82 (two s, 3H), 2.78 (dm, 1H, J=... Starting materials: C=CCCS(=O)(=O)Nc1cc(CCC)cc(C(=O)OC)c1, C=CCO, Cc1ccccc1, CC(C)OC(=O)N=NC(=O)OC(C)C, c1ccc(P(c2ccccc2)c2ccccc2)cc1. Product: C=CCCS(=O)(=O)N(CC=C)c1cc(CCC)cc(C(=O)OC)c1. As a reaction SMILES: [CH2:1]([CH2:2][CH:3]=[CH2:4])[S:5](=[O:6])(=[O:7])[NH:8][c:9]1[cH:10][c:11]([C:12](=[O:13])[O:14][CH3:15])[cH:16][c:17]([CH2:19][CH2:20][CH3:21])[cH:18]1.[CH2:22]([CH:23]=[CH2:24])[OH:25].[CH3:59][c:60]1[cH:61][cH:62][cH:63][cH:64][cH:65]1.[O:45]=[C:46]([O:47][CH:48]([CH3:49])[CH3:50])[N:51]=[N:52][C:53]([O:54][CH:55]([CH3:56])[CH3:57])=[O:58].[c:26]1([P:27]([c:28]2[cH:29][cH:30][cH:31][cH:32][cH:33]2)[c:34]2[cH:35][cH:36][cH:37][cH:38][cH:39]2)[cH:40][cH:41][cH:42][cH:43][cH:44]1>>[CH2:1]([CH2:2][CH:3]=[CH2:4])[S:5](=[O:6])(=[O:7])[N:8]([c:9]1[cH:10][c:11]([C:12](=[O:13])[O:14][CH3:15])[cH:16][c:17]([CH2:19][CH2:20][CH3:21])[cH:18]1)[CH2:24][CH:23]=[CH2:22].